From a dataset of the Open Reaction Database (ORD), a public repository of structured organic reaction records. describe an organic reaction: reactants, conditions, products, and yield Reactants: Cl.COC1=CC=C2C=C[N+](=CC2=C1)[O-] (7-Methoxy-isoquinoline-N-oxide hydrochloride), P(=O)(Cl)(Cl)Cl (phosphoryl chloride). Reaction conditions: temperature 90 celsius. The product is ClC1=NC=CC2=CC=C(C=C12)OC (1-Chloro-7-methoxy-isoquinoline). Reaction SMILES: Cl.[CH3:2][O:3][C:4]1[CH:13]=[C:12]2[C:7]([CH:8]=[CH:9][N+:10]([O-])=[CH:11]2)=[CH:6][CH:5]=1.P(Cl)(Cl)([Cl:17])=O>>[Cl:17][C:11]1[C:12]2[C:7](=[CH:6][CH:5]=[C:4]([O:3][CH3:2])[CH:13]=2)[CH:8]=[CH:9][N:10]=1 |f:0.1|. Procedure: 7-Methoxy-isoquinoline-N-oxide hydrochloride (38.2 g) was added in portions to phosphoryl chloride (275 mL) and the mixture heated at 90° C. for 6 h. Excess of phosphoryl chloride was removed in vacuo. The remaining white solid was washed with water, filtered and dried in vacuo. Yield: 28.3 g (81%) m.p. 77-78° C. Reactants: FC(C(CC(C)(C)C1=C(C=CC(=C1)F)OC)(O)CNC1=C2C=NN(C2=CC(=C1)C)C1=CC(=CC=C1)OC)(F)F (1,1,1-trifluoro-4-[5-fluoro-2-(methyloxy)phenyl]-4-methyl-2-[({6-methyl-1-[3-(methyloxy)phenyl]-1H-indazol-4-yl}amino)methyl]-2-pentanol), [I-].[Li+] (lithium iodide). Run in CN1C(CCC1)=O (N-methylpyrrolidinone). Run at temperature 220 celsius. The product is FC1=CC(=C(C=C1)O)C(CC(C(F)(F)F)(CNC1=C2C=NN(C2=CC(=C1)C)C1=CC(=CC=C1)O)O)(C)C (4-Fluoro-2-[4,4,4-trifluoro-3-hydroxy-3-({[1-(3-hydroxyphenyl)-6-methyl-1H-indazol-4-yl]amino}methyl)-1,1-dimethylbutyl]phenol). The yield is 31.7%. Reaction SMILES: [F:1][C:2]([F:39])([F:38])[C:3]([CH2:18][NH:19][C:20]1[CH:28]=[C:27]([CH3:29])[CH:26]=[C:25]2[C:21]=1[CH:22]=[N:23][N:24]2[C:30]1[CH:35]=[CH:34][CH:33]=[C:32]([O:36]C)[CH:31]=1)([OH:17])[CH2:4][C:5]([C:8]1[CH:13]=[C:12]([F:14])[CH:11]=[CH:10][C:9]=1[O:15]C)([CH3:7])[CH3:6].[I-].[Li+]>CN1CCCC1=O>[F:14][C:12]1[CH:11]=[CH:10][C:9]([OH:15])=[C:8]([C:5]([CH3:7])([CH3:6])[CH2:4][C:3]([OH:17])([CH2:18][NH:19][C:20]2[CH:28]=[C:27]([CH3:29])[CH:26]=[C:25]3[C:21]=2[CH:22]=[N:23][N:24]3[C:30]2[CH:35]=[CH:34][CH:33]=[C:32]([OH:36])[CH:31]=2)[C:2]([F:1])([F:38])[F:39])[CH:13]=1 |f:1.2|. Reported procedure: A mixture of 1,1,1-trifluoro-4-[5-fluoro-2-(methyloxy)phenyl]-4-methyl-2-[({6-methyl-1-[3-(methyloxy)phenyl]-1H-indazol-4-yl}amino)methyl]-2-pentanol (Example 22, 137 mg, 0.25 mmol) and lithium iodide (1 g, 7.5 mmol) in N-methylpyrrolidinone (6 mL) was heated in a microwave at 220° C. for 55 minutes. The solvent was removed using a vacuum centrifuge and the residue was partitioned between water (25 mL) and dichloromethane (50 mL) and passed through a hydrophobic frit. The organic filtrate was ev...